This data is from the Open Reaction Database (ORD), a public repository of structured organic reaction records. The task is: describe an organic reaction: reactants, conditions, products, and yield Starting materials: CCOCC (ether), BrC=1C=C(C=C(C1)C)C(=O)C1=NC(=NC(=C1C(C)C)OC)OC ((3-bromo-5-methyl-phenyl)-(5-isopropyl-2,6-dimethoxy-pyrimidin-4-yl)-methanone), C(C)(=O)[O-].[Na+] (sodium acetate), C(C=C)#N (acrylonitrile). The reagents and catalysts are C(C)(=O)[O-].[Pd+2].C(C)(=O)[O-] (palladium acetate), C=1C=CC(=CC1)[P](C=2C=CC=CC2)(C=3C=CC=CC3)[Pd]([P](C=4C=CC=CC4)(C=5C=CC=CC5)C=6C=CC=CC6)([P](C=7C=CC=CC7)(C=8C=CC=CC8)C=9C=CC=CC9)[P](C=1C=CC=CC1)(C=1C=CC=CC1)C=1C=CC=CC1 (tetrakis(triphenylphosphine)palladium(0)). The solvent is CC(OCC)=O (EA), CN(C)C=O (DMF). Reaction conditions: temperature 111 celsius, time 23 hour. The product is C(C)(C)C=1C(=NC(=NC1OC)OC)C(=O)C=1C=C(C=C(C1)C)C=CC#N (3-[3-(5-Isopropyl-2,6-dimethoxy-pyrimidine-4-carbonyl)-5-methyl-phenyl]-acrylonitrile). The yield is 17.0%. RXN SMILES: Br[C:2]1[CH:3]=[C:4]([C:9]([C:11]2[C:16]([CH:17]([CH3:19])[CH3:18])=[C:15]([O:20][CH3:21])[N:14]=[C:13]([O:22][CH3:23])[N:12]=2)=[O:10])[CH:5]=[C:6]([CH3:8])[CH:7]=1.C([O-])(=O)C.[Na+].[C:29](#[N:32])[CH:30]=[CH2:31].CCOCC>CN(C=O)C.C([O-])(=O)C.[Pd+2].C([O-])(=O)C.C1C=CC([P]([Pd]([P](C2C=CC=CC=2)(C2C=CC=CC=2)C2C=CC=CC=2)([P](C2C=CC=CC=2)(C2C=CC=CC=2)C2C=CC=CC=2)[P](C2C=CC=CC=2)(C2C=CC=CC=2)C2C=CC=CC=2)(C2C=CC=CC=2)C2C=CC=CC=2)=CC=1.CC(=O)OCC>[CH:17]([C:16]1[C:11]([C:9]([C:4]2[CH:3]=[C:2]([CH:31]=[CH:30][C:29]#[N:32])[CH:7]=[C:6]([CH3:8])[CH:5]=2)=[O:10])=[N:12][C:13]([O:22][CH3:23])=[N:14][C:15]=1[O:20][CH3:21])([CH3:19])[CH3:18] |f:1.2,6.7.8,^1:55,57,76,95|. Procedure: To a stirred solution of (3-bromo-5-methyl-phenyl)-(5-isopropyl-2,6-dimethoxy-pyrimidin-4-yl)-methanone (3.79 g, 10 mmol) in anhydrous DMF (10 ml), was added sodium acetate (902 mg, 1 mmol), palladium acetate (224 mg, 1 mmol), tetrakis(triphenylphosphine)palladium(0) (1.049 g, 4 mmol), and acrylonitrile in this order. The mixture was then stirred at 90-132° C. (oil bath) for ca. 23 hr. After cooling to room temperature, ether and EA (2:1) was added to the reaction mixture. The mixture was then w... Starting materials: C1CCOC1, CCCc1c(C(=O)OCC)c(C(=O)OCC)c2c(-c3ccccc3)cc(N3CCC4(CC3)OCCO4)nn12, [Na+], O=C([O-])O, O, O=C(O)C(F)(F)F. Product: CCCc1c(C(=O)OCC)c(C(=O)OCC)c2c(-c3ccccc3)cc(N3CCC(=O)CC3)nn12. RXN SMILES: [CH2:51]1[O:52][CH2:53][CH2:54][CH2:55]1.[CH2:8]([CH3:9])[O:10][C:11](=[O:12])[c:13]1[c:14]([C:41](=[O:42])[O:43][CH2:44][CH3:45])[c:15]([CH2:38][CH2:39][CH3:40])[n:16]2[n:17][c:18]([N:28]3[CH2:29][CH2:30][C:31]4([O:32][CH2:35][CH2:34][O:33]4)[CH2:36][CH2:37]3)[cH:19][c:20](-[c:22]3[cH:23][cH:24][cH:25][cH:26][cH:27]3)[c:21]12.[Na+:50].[O-:46][C:47]([OH:48])=[O:49].[OH2:56].[OH:1][C:2]([C:3]([F:4])([F:5])[F:6])=[O:7]>>[CH2:8]([CH3:9])[O:10][C:11](=[O:12])[c:13]1[c:14]([C:41](=[O:42])[O:43][CH2:44][CH3:45])[c:15]([CH2:38][CH2:39][CH3:40])[n:16]2[n:17][c:18]([N:28]3[CH2:29][CH2:30][C:31](=[O:32])[CH2:36][CH2:37]3)[cH:19][c:20](-[c:22]3[cH:23][cH:24][cH:25][cH:26][cH:27]3)[c:21]12.